This data is from the Open Reaction Database (ORD), a public repository of structured organic reaction records. The task is: describe an organic reaction: reactants, conditions, products, and yield Reactants: N1(C=NC=C1)CC=1C=C(C(=CC1)NC)N (4-(1H-imidazol-1-ylmethyl)-N1 -methyl-1,2-benzenediamine), C(=O)(N1C=NC=C1)N1C=NC=C1 (1,1'-carbonylbis[1H-imidazole]), O1CCCC1 (tetrahydrofuran). Conditions: time 100 hour. Product: N1(C=NC=C1)CC1=CC2=C(N(C(=N2)O)C)C=C1 (5-(1H-imidazol-1-ylmethyl)-1-methyl-1H-benzimidazol-2-ol). The yield is 77.0%. Reaction SMILES: [N:1]1([CH2:6][C:7]2[CH:8]=[C:9](N)C(NC)=C[CH:12]=2)[CH:5]=[CH:4][N:3]=[CH:2]1.[C:16]([N:23]1[CH:27]=[CH:26][N:25]=[CH:24]1)(N1C=CN=C1)=O.[O:28]1CCCC1>>[N:1]1([CH2:6][C:7]2[CH:8]=[CH:9][C:27]3[N:23]([CH3:16])[C:24]([OH:28])=[N:25][C:26]=3[CH:12]=2)[CH:5]=[CH:4][N:3]=[CH:2]1. Procedure details: A mixture of 4.04 parts of 4-(1H-imidazol-1-ylmethyl)-N1 -methyl-1,2-benzenediamine, 3.6 parts of 1,1'-carbonylbis[1H-imidazole] and 80 parts of tetrahydrofuran was stirred for about 100 hours at room temperature. The formed precipitate was filtered off, washed with tetrahydrofuran, dried and purified twice by column chromatography over silica gel using each time a mixture of trichloromethane, methanol and methanol, saturated with ammonia (90:5:5 by volume) as eluent. The pure fractions were col...